This data is from the Open Reaction Database (ORD), a public repository of structured organic reaction records. The task is: describe an organic reaction: reactants, conditions, products, and yield The reactants are C1CCOC1, COB1OC(C)(C)C(C)(C)O1, CC(C)[Mg+], [Cl-], Cc1nn(C2CCC(O)CC2)cc1I. Product: Cc1nn(C2CCC(O)CC2)cc1B1OC(C)(C)C(C)(C)O1. Reaction SMILES: [CH2:15]1[O:16][CH2:17][CH2:18][CH2:19]1.[CH3:25][O:26][B:27]1[O:28][C:29]([CH3:34])([CH3:35])[C:30]([CH3:32])([CH3:33])[O:31]1.[CH:21]([Mg+:22])([CH3:23])[CH3:24].[Cl-:20].[I:1][c:2]1[c:3]([CH3:14])[n:4][n:5]([CH:7]2[CH2:8][CH2:9][CH:10]([OH:13])[CH2:11][CH2:12]2)[cH:6]1>>[c:2]1([B:27]2[O:28][C:29]([CH3:34])([CH3:35])[C:30]([CH3:32])([CH3:33])[O:31]2)[c:3]([CH3:14])[n:4][n:5]([CH:7]2[CH2:8][CH2:9][CH:10]([OH:13])[CH2:11][CH2:12]2)[cH:6]1. Product: C(C(=C)CC(=O)O)(=O)O (Itaconic Acid). The reagents and catalysts are CN(C1=CC=NC=C1)C (4-dimethylaminopyridine). Conditions: time 8 hour. RXN SMILES: [CH3:1][CH:2]([CH2:6][C:7]([OH:9])=[O:8])[C:3]([OH:5])=[O:4].C1(N=C=NC2CCCCC2)CCCCC1.NC1C=CC=CC=1>C1COCC1.C(#N)C.CN(C)C1C=CN=CC=1>[C:3]([OH:5])(=[O:4])[C:2]([CH2:6][C:7]([OH:9])=[O:8])=[CH2:1]. The reactants are CC(C(=O)O)CC(=O)O (methylsuccinic acid), crude product, C1(CCCCC1)N=C=NC1CCCCC1 (N,N'-dicyclohexylcarbodiimide), NC1=CC=CC=C1 (aniline). Procedure details: The enantiomer excess (hereinafter referred to as "e.e.") of the resulting methylsuccinic acid was determined as follows. A part (1.32 mg, 0.1 mmole) of the crude product was dissolved in 2 ml of THF and 2 ml of acetonitrile, and 45.4 mg (0.22 mmole) of N,N'-dicyclohexylcarbodiimide, 2.4 mg (0.02 mmole) of 4-dimethylaminopyridine, and 0.01 ml (0.11 mmole) of aniline were added to the solution, followed by stirring at room temperature overnight. The solvent was removed from the reaction mixture b... Solvent: C1CCOC1 (THF), C(C)#N (acetonitrile). Reactants: C(C)(C)N (isopropylamine), OCC([N+](=O)[O-])(CO)CO (tris(hydroxymethyl)nitromethane), C=O (formaldehyde), C=O (formaldehyde), C(C)(C)N (isopropylamine). Reaction conditions: temperature 17 celsius. Product: CC(C)O.O1NC=CC=C1 (IPA Oxazine). RXN SMILES: [CH:1]([NH2:4])([CH3:3])[CH3:2].[OH:5]C[C:7]([CH2:13][OH:14])([CH2:11]O)[N+]([O-])=O.C=O>>[CH3:2][CH:1]([OH:5])[CH3:3].[O:14]1[CH:13]=[CH:7][CH:11]=[CH:1][NH:4]1 |f:3.4|. Reported procedure: A 2-liter, 3-neck round bottom flask equipped with a nitrogen blanket, addition funnel, mechanical stirrer and thermocouple was charged with isopropylamine (425 mL, 5.0 mol). The addition funnel was charged with a pre-dissolved mixture of tris(hydroxymethyl)nitromethane (TN®)(377.75 g, 2.5 mol) in 37% aqueous formaldehyde (202.9 g, 2.5 mol) and the reactor contents cooled to 15 C with a cold water bath. The TN/formaldehyde solution was added dropwise to the isopropylamine over a period of 1.5 ho... The reactants are ClC1=CC=C2C(=CC=NC2=C1)N1CCN(CC1)C(=O)NC1=CC=C(C=C1)C(F)(F)F (7-chloro-4-[4-(4-trifluoromethylphenylaminocarbonyl)piperazin-1-yl]quinoline), C(C)(=O)C1=CC=C(C=C1)N=C=O (4-acetylphenyl isocyanate), ClC1=CC=C2C(=CC=NC2=C1)N1CCNCC1 (7-chloro-4-(piperazin-1-yl)quinoline), C(C)(C)N(CC)C(C)C (diisopropyl(ethyl)amine). Solvent: C(Cl)Cl.CO (CH2Cl2 MeOH). Product: C(C)(=O)C1=CC=C(C=C1)NC(=O)N1CCN(CC1)C1=CC=NC2=CC(=CC=C12)Cl (4-[4-(4-Acetylphenylaminocarbonyl)piperazin-1-yl]-7-chloroquinoline). Reaction SMILES: ClC1C=C2C(C(N3CCN(C(NC4C=CC(C(F)(F)F)=CC=4)=O)CC3)=CC=N2)=CC=1.[Cl:31][C:32]1[CH:41]=[C:40]2[C:35]([C:36]([N:42]3[CH2:47][CH2:46][NH:45][CH2:44][CH2:43]3)=[CH:37][CH:38]=[N:39]2)=[CH:34][CH:33]=1.C(N(C(C)C)CC)(C)C.[C:57]([C:60]1[CH:65]=[CH:64][C:63]([N:66]=[C:67]=[O:68])=[CH:62][CH:61]=1)(=[O:59])[CH3:58]>C(Cl)Cl.CO>[C:57]([C:60]1[CH:65]=[CH:64][C:63]([NH:66][C:67]([N:45]2[CH2:46][CH2:47][N:42]([C:36]3[C:35]4[C:40](=[CH:41][C:32]([Cl:31])=[CH:33][CH:34]=4)[N:39]=[CH:38][CH:37]=3)[CH2:43][CH2:44]2)=[O:68])=[CH:62][CH:61]=1)(=[O:59])[CH3:58] |f:4.5|. Reported procedure: As described for 7-chloro-4-[4-(4-trifluoromethylphenylaminocarbonyl)piperazin-1-yl]quinoline, 7-chloro-4-(piperazin-1-yl)quinoline (250 mg, 1.01 mmol), diisopropyl(ethyl)amine (261 mg, 2.02 mmol), and 4-acetylphenyl isocyanate (195 mg, 1.21 mmol) are reacted to give the title product after flash chromatography with CH2Cl2-MeOH. Run in C(Cl)Cl.CO (CH2Cl2 MeOH). Reactants: ClC1=CC(=CN(C1=O)C)NC(C=1C(=NN(C1C)C=1C(=NC(=NC1)OC)OC)C(=O)O)C1=CC=C(C=C1)Cl (4-(((5-chloro-1-methyl-6-oxo-1,6-dihydropyridin-3-yl)amino)(4-chlorophenyl)methyl)-1-(2,4-dimethoxypyrimidin-5-yl)-5-methyl-1H-pyrazole-3-carboxylic acid). Procedure details: The title compound was prepared in analogy to the procedure described in Example 1 using 4-(((5-chloro-1-methyl-6-oxo-1,6-dihydropyridin-3-yl)amino)(4-chlorophenyl)methyl)-1-(2,4-dimethoxypyrimidin-5-yl)-5-methyl-1H-pyrazole-3-carboxylic acid (Step 55.5). tR: 4.30 min (HPLC 1); tR: 0.98 min (LC-MS 2); ESI-MS: 527/529 [M+H]+ (LC-MS 2); Rf=0.37 (CH2Cl2/MeOH 9:1); 1H NMR (400 MHz, DMSO-d6) δ ppm 1.91 (s, 3H) 3.44 (s, 3H) 3.92 (s, 3H) 3.96 (s, 3H) 6.24 (s, 1H) 7.29-7.42 (m, 4H) 7.93 (d, J=2.7 Hz, 1H... RXN SMILES: [Cl:1][C:2]1[C:7](=[O:8])[N:6]([CH3:9])[CH:5]=[C:4]([NH:10][CH:11]([C:31]2[CH:36]=[CH:35][C:34]([Cl:37])=[CH:33][CH:32]=2)[C:12]2[C:13]([C:28](O)=[O:29])=[N:14][N:15]([C:18]3[C:19]([O:26][CH3:27])=[N:20][C:21]([O:24][CH3:25])=[N:22][CH:23]=3)[C:16]=2[CH3:17])[CH:3]=1>C(Cl)Cl.CO>[Cl:1][C:2]1[C:7](=[O:8])[N:6]([CH3:9])[CH:5]=[C:4]([N:10]2[CH:11]([C:31]3[CH:36]=[CH:35][C:34]([Cl:37])=[CH:33][CH:32]=3)[C:12]3[C:13](=[N:14][N:15]([C:18]4[C:19]([O:26][CH3:27])=[N:20][C:21]([O:24][CH3:25])=[N:22][CH:23]=4)[C:16]=3[CH3:17])[C:28]2=[O:29])[CH:3]=1 |f:1.2|. Product: ClC1=CC(=CN(C1=O)C)N1C(C2=NN(C(=C2C1C1=CC=C(C=C1)Cl)C)C=1C(=NC(=NC1)OC)OC)=O (5-(5-chloro-1-methyl-6-oxo-1,6-dihydropyridin-3-yl)-4-(4-chlorophenyl)-2-(2,4-dimethoxypyrimidin-5-yl)-3-methyl-4,5-dihydropyrrolo[3,4-c]pyrazol-6(2H)-one).